Dataset: the Open Reaction Database (ORD), a public repository of structured organic reaction records. Task: describe an organic reaction: reactants, conditions, products, and yield Reactants: COS(=O)(=O)OC (Dimethylsulfate), CC1=C2C=CC(=C(C2=CC=C1)C(F)(F)F)O (5-methyl-1-(trifluoromethyl)-2-naphthalenol), C([O-])([O-])=O.[K+].[K+] (potassium carbonate). Solvent: CN(C=O)C (dimethylformamide). Reaction conditions: temperature 25 celsius, time 2 hour. Yields the product COC1=C(C2=CC=CC(=C2C=C1)C)C(F)(F)F (2-Methoxy-5-methyl-1-(trifluoromethyl)naphthalene). The yield is 88.9%. As a reaction SMILES: [CH3:1]OS(OC)(=O)=O.[CH3:8][C:9]1[CH:18]=[CH:17][CH:16]=[C:15]2[C:10]=1[CH:11]=[CH:12][C:13]([OH:23])=[C:14]2[C:19]([F:22])([F:21])[F:20].C(=O)([O-])[O-].[K+].[K+]>CN(C)C=O>[CH3:1][O:23][C:13]1[CH:12]=[CH:11][C:10]2[C:15](=[CH:16][CH:17]=[CH:18][C:9]=2[CH3:8])[C:14]=1[C:19]([F:20])([F:21])[F:22] |f:2.3.4|. Procedure: Dimethylsulfate (1.13 g, 8.75 mmol, 0.85 mL) was added to a stirred suspension of 5-methyl-1-(trifluoromethyl)-2-naphthalenol (1.8 g, 7.96 mmol) and potassium carbonate (2.2 g, 15.9 mmol) in dimethylformamide (20 mL). After stirring the reaction mixture for 2 hr at 25° C. the solid in the reaction mixture was removed by filtration. The filtrate was extracted with hexane (400 mL). The extract was washed with brine, dried (MgSO4) and concentrated to dryness giving 1.7 g (90% yield) of the title co... Reactants: C1CCNCC1, O=C1CSc2ccccc2N1, O=Cc1c[nH]c2ccccc12. Yields the product O=C1Nc2ccccc2SC1=Cc1c[nH]c2ccccc12. As a reaction SMILES: [CH2:23]1[CH2:24][CH2:25][NH:26][CH2:27][CH2:28]1.[S:1]1[CH2:2][C:3](=[O:11])[NH:4][c:5]2[c:6]1[cH:7][cH:8][cH:9][cH:10]2.[nH:12]1[cH:13][c:14]([CH:21]=[O:22])[c:15]2[cH:16][cH:17][cH:18][cH:19][c:20]12>>[S:1]1[C:2](=[CH:21][c:14]2[cH:13][nH:12][c:20]3[c:15]2[cH:16][cH:17][cH:18][cH:19]3)[C:3](=[O:11])[NH:4][c:5]2[c:6]1[cH:7][cH:8][cH:9][cH:10]2.